describe an organic reaction: reactants, conditions, products, and yield From a dataset of the Open Reaction Database (ORD), a public repository of structured organic reaction records. Reactants: ClC1=CC=C(C=C1)C(=C/C=C/C(=O)O)C1=CC=C(C=C1)Cl ((E)-5,5-bis(4-chlorophenyl)-2,4-pentadienoic acid), [N+](=O)([O-])C1=CC=C(C=C1)O (4-nitrophenol), C1(CCCCC1)N=C=NC1CCCCC1 (1,3-dicyclohexylcarbodiimide). Solvent: ClCCl (dichloromethane). Conditions: time 1 hour. Product: [N+](=O)([O-])C1=CC=C(C=C1)OC(\C=C\C=C(C1=CC=C(C=C1)Cl)C1=CC=C(C=C1)Cl)=O ((E)-5,5-bis(4-chlorophenyl)-2,4-pentadienoic acid 4-nitrophenyl ester). Yield: 104.4%. RXN SMILES: [Cl:1][C:2]1[CH:7]=[CH:6][C:5]([C:8]([C:15]2[CH:20]=[CH:19][C:18]([Cl:21])=[CH:17][CH:16]=2)=[CH:9]/[CH:10]=[CH:11]/[C:12]([OH:14])=[O:13])=[CH:4][CH:3]=1.[N+:22]([C:25]1[CH:30]=[CH:29][C:28](O)=[CH:27][CH:26]=1)([O-:24])=[O:23].C1(N=C=NC2CCCCC2)CCCCC1>ClCCl>[N+:22]([C:25]1[CH:30]=[CH:29][C:28]([O:13][C:12](=[O:14])/[CH:11]=[CH:10]/[CH:9]=[C:8]([C:15]2[CH:16]=[CH:17][C:18]([Cl:21])=[CH:19][CH:20]=2)[C:5]2[CH:4]=[CH:3][C:2]([Cl:1])=[CH:7][CH:6]=2)=[CH:27][CH:26]=1)([O-:24])=[O:23]. Procedure: As in Example 115, (E)-5,5-bis(4-chlorophenyl)-2,4-pentadienoic acid (4.79 g) and 4-nitrophenol (2.5 g) in dichloromethane (50 mL) was treated with 1,3-dicyclohexylcarbodiimide (3.1 g). The mixture was stirred at 0°-5° C. for 1 hour, then at room temperature for 1 hour. The usual work up furnished 6.9 g of (E)-5,5-bis(4-chlorophenyl)-2,4-pentadienoic acid 4-nitrophenyl ester as a pale yellow oil homogeneous by tlc. This material was used without further purification in subsequent reactions. Reactants: CCOC(=O)c1c(Cl)c2ccc(C)nc2n(CC)c1=O, CCN, CCO, O. The product is CCNc1c(C(=O)OCC)c(=O)n(CC)c2nc(C)ccc12. Reaction SMILES: [CH2:1]([CH3:2])[O:3][C:4](=[O:5])[c:6]1[c:7](=[O:20])[n:8]([CH2:18][CH3:19])[c:9]2[n:10][c:11]([CH3:17])[cH:12][cH:13][c:14]2[c:15]1[Cl:16].[CH2:21]([CH3:22])[NH2:23].[CH3:24][CH2:25][OH:26].[OH2:27]>>[CH2:1]([CH3:2])[O:3][C:4](=[O:5])[c:6]1[c:7](=[O:20])[n:8]([CH2:18][CH3:19])[c:9]2[n:10][c:11]([CH3:17])[cH:12][cH:13][c:14]2[c:15]1[NH:23][CH2:21][CH3:22]. Starting materials: FC=1C=CC=2N(C1)C(=C(N2)C2=CC=C(C=C2)F)CC=2N(C=CN2)C (6-fluoro-2-(4-fluorophenyl)-3-((1-methyl-1H-imidazol-2-yl)methyl)imidazo[1,2-a]pyridine), ClC=1C=CC=2N(C1)C(=C(N2)C2=CC=CC=C2)C=O (6-chloro-2-phenylimidazo[1,2-a]pyridine-3-carbaldehyde), CC=1OC=NN1 (2-methyl-1,3,4-oxadiazole). Yields the product ClC=1C=CC=2N(C1)C(=C(N2)C2=CC=CC=C2)CC=2OC(=NN2)C (2-((6-chloro-2-phenylimidazo[1,2-a]pyridin-3-yl)methyl)-5-methyl-1,3,4-oxadiazole). Reaction SMILES: FC1C=CC2N(C(CC3N(C)C=CN=3)=C(C3C=CC(F)=CC=3)N=2)C=1.[Cl:25][C:26]1[CH:27]=[CH:28][C:29]2[N:30]([C:32]([CH:41]=O)=[C:33]([C:35]3[CH:40]=[CH:39][CH:38]=[CH:37][CH:36]=3)[N:34]=2)[CH:31]=1.[CH3:43][C:44]1[O:45][CH:46]=[N:47][N:48]=1>>[Cl:25][C:26]1[CH:27]=[CH:28][C:29]2[N:30]([C:32]([CH2:41][C:46]3[O:45][C:44]([CH3:43])=[N:48][N:47]=3)=[C:33]([C:35]3[CH:36]=[CH:37][CH:38]=[CH:39][CH:40]=3)[N:34]=2)[CH:31]=1. Procedure details: The title compound was prepared according to Method C and the experimentals described for compound 199 from 6-chloro-2-phenylimidazo[1,2-a]pyridine-3-carbaldehyde and 2-methyl-1,3,4-oxadiazole. M/e+ 325 for C17H14ClN4O (M+H)+; 1H-NMR (400 MHz, CDCl3) δ 8.25 (d, J=1.4 Hz, 1H), 7.81 (d, J=8.4 Hz, 2H), 7.61 (d, J=9.5 Hz, 1H), 7.51 (d, J=8.4 Hz, 2H), 7.43 (d, J=7.3 Hz, 1H), 7.22 (dd, J=9.5, 1.8 Hz, 1H), 4.58 (s, 2H), 2.52 (s, 3H) ppm. The reactants are CO, Nc1ccc(CNCC2CCCCC2)cc1, O=C(O)C#Cc1ccc(-c2ccc(Cl)cc2)cc1, ClCCl, Cl. Product: O=C(C#Cc1ccc(-c2ccc(Cl)cc2)cc1)Nc1ccc(CNCC2CCCCC2)cc1. As a reaction SMILES: [CH3:36][OH:37].[CH:20]1([CH2:26][NH:27][CH2:28][c:29]2[cH:30][cH:31][c:32]([NH2:35])[cH:33][cH:34]2)[CH2:21][CH2:22][CH2:23][CH2:24][CH2:25]1.[Cl:1][c:2]1[cH:3][cH:4][c:5](-[c:8]2[cH:9][cH:10][c:11]([C:14]#[C:15][C:16](=[O:17])[OH:18])[cH:12][cH:13]2)[cH:6][cH:7]1.[Cl:38][CH2:39][Cl:40].[ClH:19]>>[Cl:1][c:2]1[cH:3][cH:4][c:5](-[c:8]2[cH:9][cH:10][c:11]([C:14]#[C:15][C:16](=[O:18])[NH:35][c:32]3[cH:31][cH:30][c:29]([CH2:28][NH:27][CH2:26][CH:20]4[CH2:21][CH2:22][CH2:23][CH2:24][CH2:25]4)[cH:34][cH:33]3)[cH:12][cH:13]2)[cH:6][cH:7]1.